Task: describe an organic reaction: reactants, conditions, products, and yield. Dataset: the Open Reaction Database (ORD), a public repository of structured organic reaction records Reactants: C(C)(C)NCCO (2-(Isopropylamino)ethanol), CC(C)([O-])C.[K+] (potassium tert-butoxide), ice, FC1=C(NS(=O)(=O)C)C=C(C=C1)[N+](=O)[O-] (2′-fluoro-5′-nitromethanesulfonanilide), Cl (HCl). Solvent: O (water), CN(C=O)C (dimethylformamide), CN(C=O)C (dimethylformamide), C(C)(=O)OCC (ethyl acetate). Conditions: time 1 hour. Yields the product C(C)(C)NCCOC1=C(NS(=O)(=O)C)C=C(C=C1)[N+](=O)[O-] (2′-[2-(isopropylamino)ethoxy]-5′-nitromethanesulfonanilide). The yield is 88.4%. As a reaction SMILES: [CH:1]([NH:4][CH2:5][CH2:6][OH:7])([CH3:3])[CH3:2].CC(C)([O-])C.[K+].F[C:15]1[CH:25]=[CH:24][C:23]([N+:26]([O-:28])=[O:27])=[CH:22][C:16]=1[NH:17][S:18]([CH3:21])(=[O:20])=[O:19].Cl>CN(C)C=O.O.C(OCC)(=O)C>[CH:1]([NH:4][CH2:5][CH2:6][O:7][C:15]1[CH:25]=[CH:24][C:23]([N+:26]([O-:28])=[O:27])=[CH:22][C:16]=1[NH:17][S:18]([CH3:21])(=[O:19])=[O:20])([CH3:3])[CH3:2] |f:1.2|. Procedure details: 2-(Isopropylamino)ethanol (24,0 g) solution in dimethylformamide (70 ml) was added with potassium tert-butoxide (21.9 g) in an ice bathing. After being stirred for 1 hour at room temperature, the reaction mixture was cooled down to 5° C. and added drop-wise with 2′-fluoro-5′-nitromethanesulfonanilide (21.8 g) in dimethylformamide (30 ml). After being stirred for 3 hours at room temperature, the reaction mixture was added into ethyl acetate (500 ml) and solids formed were collected by filtration ...